Dataset: the Open Reaction Database (ORD), a public repository of structured organic reaction records. Task: describe an organic reaction: reactants, conditions, products, and yield Reactants: Cc1ccc(F)cc1C(=O)O, CC(=O)c1ccc(N)cc1. The reagents and catalysts are CCN=C=NCCCN(C)C.Cl (EDC-HCl), C1=CC2=C(N=C1)N(N=N2)O (HOAt). The solvent is CN(C)C=O (DMF), CN(C)C=O (DMF), CN(C)C=O (DMF), CN(C)C=O (DMF), CN(C)C=O (DMF), CN(C)C=O (DMF). Conditions: temperature 25 celsius, time 2 hour. Yields the product CC(=O)c1ccc(NC(=O)c2cc(F)ccc2C)cc1. Isolated yield 13.0%. As a reaction SMILES: CC(=O)c1ccc(N)cc1.Cc1ccc(F)cc1C(=O)O.CCN=C=NCCCN(C)C.Cl.C1=CC2=C(N=C1)N(N=N2)O.CN(C)C=O>>CC(=O)c1ccc(NC(=O)c2cc(F)ccc2C)cc1.